Dataset: the Open Reaction Database (ORD), a public repository of structured organic reaction records. Task: describe an organic reaction: reactants, conditions, products, and yield Starting materials: C1(CCCC1)OC=1C=C(C=CC1OC)/C=C/C=C/C(=O)OC (methyl 5-(3-cyclopentoxy-4-methoxyphenyl)-2,4-E,E-pentadienoate), [H][H] (hydrogen). The reagents and catalysts are [Pd] (palladium on carbon). Run in CO (methanol). Yields the product C1(CCCC1)OC=1C=C(C=CC1OC)CCCCC(=O)OC (Methyl 5-(3-cyclopentoxy-4-methoxyphenyl)-n-pentanoate). Reaction SMILES: [CH:1]1([O:6][C:7]2[CH:8]=[C:9](/[CH:15]=[CH:16]/[CH:17]=[CH:18]/[C:19]([O:21][CH3:22])=[O:20])[CH:10]=[CH:11][C:12]=2[O:13][CH3:14])[CH2:5][CH2:4][CH2:3][CH2:2]1.[H][H]>[Pd].CO>[CH:1]1([O:6][C:7]2[CH:8]=[C:9]([CH2:15][CH2:16][CH2:17][CH2:18][C:19]([O:21][CH3:22])=[O:20])[CH:10]=[CH:11][C:12]=2[O:13][CH3:14])[CH2:2][CH2:3][CH2:4][CH2:5]1. Reported procedure: To a solution of 0.20 g (0.66 mmol) of methyl 5-(3-cyclopentoxy-4-methoxyphenyl)-2,4-E,E-pentadienoate 75 mL of methanol is added 0.05 g of 5% palladium on carbon black. The suspension is shaken under a 50 psi atmosphere of hydrogen for 52 minutes after which time the excess gas is dissociated and the solution is filtered over Celite 545. The mixture is concentrated to dryness followed by liquid chromatography of the crude product over 100 g of silica gel eluting with 7.5% ethyl acetate in hexan... Starting materials: ClC1=CC(=C(C(=N1)OC)[N+](=O)[O-])N (6-chloro-2-methoxy-3-nitro-pyridin-4-ylamine), C(Cl)Cl (DCM), Cl2Pd(dppf), C(=O)([O-])[O-].[Cs+].[Cs+] (Cs2CO3), ClC1=C(C=CC=C1)B(O)O (2-chlorophenylboronic acid). Solvent: CCOC(=O)C (EtOAc), O (water), CCOC(=O)C (EtOAc), CCCCCC (hexane), O1CCOCC1 (1,4-dioxane). Reaction conditions: time 8 hour. Product: ClC1=C(C=CC=C1)C1=CC(=C(C(=N1)OC)[N+](=O)[O-])N (6-(2-chloro-phenyl)-2-methoxy-3-nitro-pyridin-4-ylamine). As a reaction SMILES: Cl[C:2]1[N:7]=[C:6]([O:8][CH3:9])[C:5]([N+:10]([O-:12])=[O:11])=[C:4]([NH2:13])[CH:3]=1.C([O-])([O-])=O.[Cs+].[Cs+].[Cl:20][C:21]1[CH:26]=[CH:25][CH:24]=[CH:23][C:22]=1B(O)O.C(Cl)Cl>O1CCOCC1.CCOC(C)=O.CCCCCC.O>[Cl:20][C:21]1[CH:26]=[CH:25][CH:24]=[CH:23][C:22]=1[C:2]1[N:7]=[C:6]([O:8][CH3:9])[C:5]([N+:10]([O-:12])=[O:11])=[C:4]([NH2:13])[CH:3]=1 |f:1.2.3|. Procedure: A solution of 6-chloro-2-methoxy-3-nitro-pyridin-4-ylamine (8.90 g, 43.7 mmol, prepared as described in the previous step) in 1,4-dioxane (200 mL) and water (100 mL) was treated with Cs2CO3 (35.6 g, 109 mmol) and 2-chlorophenylboronic acid (10.2 g, 65.5 mmol) under Ar. To the resulting mixture was added Cl2Pd(dppf).DCM (3.50 g, 4.30 mmol) and the mixture was then heated to 90° C. for 15 h. The cooled mixture was diluted with EtOAc (500 mL) and washed with water (500 mL). The aqueous layer was ex... Reactants: ClC1=NC(=CC(=N1)NC(C)(C)C)NC(C)(C)C (2-chloro-4,6-bis(1,1-dimethylethylamino) -pyrimidine), N1CCNCC1 (piperazine). Product: CC(C)(C)NC1=NC(=NC(=C1)NC(C)(C)C)N1CCNCC1 (4,6-bis(1,1-dimethylethylamino)-2-(1-piperazinyl)pyrimidine). Isolated yield 76.5%. As a reaction SMILES: Cl[C:2]1[N:7]=[C:6]([NH:8][C:9]([CH3:12])([CH3:11])[CH3:10])[CH:5]=[C:4]([NH:13][C:14]([CH3:17])([CH3:16])[CH3:15])[N:3]=1.[NH:18]1[CH2:23][CH2:22][NH:21][CH2:20][CH2:19]1>>[CH3:15][C:14]([NH:13][C:4]1[CH:5]=[C:6]([NH:8][C:9]([CH3:12])([CH3:11])[CH3:10])[N:7]=[C:2]([N:18]2[CH2:23][CH2:22][NH:21][CH2:20][CH2:19]2)[N:3]=1)([CH3:17])[CH3:16]. Procedure: By reacting 2-chloro-4,6-bis(1,1-dimethylethylamino) -pyrimidine with piperazine as described in Example 4, the title product is obtained in a yield of 76.5%, m.p.: 135°-138° C. The reactants are S1(=O)(=O)NC(=O)C2=CC=CC=C12.[Na] (Sodium Saccharine), C[C@]12CC[C@](C[C@H]1C3=CC(=O)[C@@H]4[C@]5(CC[C@@H](C([C@@H]5CC[C@]4([C@@]3(CC2)C)C)(C)C)O[C@@H]6[C@@H]([C@H]([C@@H]([C@H](O6)C(=O)O)O)O)O[C@H]7[C@@H]([C@H]([C@@H]([C@H](O7)C(=O)O)O)O)O)C)(C)C(=O)O (Glycyrrhizin), C[C@@]12CCC[C@@]([C@H]1CC[C@]34[C@H]2CC[C@](C3)(C(=C)C4)O[C@H]5[C@@H]([C@H]([C@@H]([C@H](O5)CO)O)O)O[C@H]6[C@@H]([C@H]([C@@H]([C@H](O6)CO)O)O)O)(C)C(=O)O[C@H]7[C@@H]([C@H]([C@@H]([C@H](O7)CO)O)O)O (Stevioside), C[C@]12CC[C@](C[C@H]1C3=CC(=O)[C@@H]4[C@]5(CC[C@@H](C([C@@H]5CC[C@]4([C@@]3(CC2)C)C)(C)C)O[C@@H]6[C@@H]([C@H]([C@@H]([C@H](O6)C(=O)[O-])O)O)O[C@H]7[C@@H]([C@H]([C@@H]([C@H](O7)C(=O)[O-])O)O)O)C)(C)C(=O)O.[Na+].[Na+] (disodium glycyrrhizinate), C[C@H](C(=O)NC1C(SC1(C)C)(C)C)NC(=O)[C@H](CC(=O)O)N (Alitame). Product: S1(=O)(=O)NC(=O)C2=CC=CC=C12 (Saccharine). Reaction SMILES: [S:1]1([C:12]2[C:7](=[CH:8][CH:9]=[CH:10][CH:11]=2)[C:5](=[O:6])[NH:4]1)(=[O:3])=[O:2].[Na].C[C@@]12CC[C@]3(C)C(=CC([C@H]4[C@@]3(C)CC[C@@H]3[C@]4(C)CC[C@H](O[C@H]4O[C@H](C([O-])=O)[C@@H](O)[C@H](O)[C@H]4O[C@@H]4O[C@H](C([O-])=O)[C@@H](O)[C@H](O)[C@H]4O)C3(C)C)=O)[C@@H]1C[C@](C(O)=O)(C)CC2.[Na+].[Na+].C[C@@H](NC([C@@H](N)CC(O)=O)=O)C(NC1C(C)(C)SC1(C)C)=O.C[C@@]12CC[C@]3(C)C(=CC([C@H]4[C@@]3(C)CC[C@@H]3[C@]4(C)CC[C@H](O[C@H]4O[C@H](C(O)=O)[C@@H](O)[C@H](O)[C@H]4O[C@@H]4O[C@H](C(O)=O)[C@@H](O)[C@H](O)[C@H]4O)C3(C)C)=O)[C@@H]1C[C@](C(O)=O)(C)CC2.C[C@]12[C@@H]3CC[C@@]4(O[C@@H]5O[C@H](CO)[C@@H](O)[C@H](O)[C@H]5O[C@@H]5O[C@H](CO)[C@@H](O)[C@H](O)[C@H]5O)C(C[C@@]3(C4)CC[C@@H]1[C@@](C(O[C@@H]1O[C@H](CO)[C@@H](O)[C@H](O)[C@H]1O)=O)(C)CCC2)=C>>[S:1]1([C:12]2[C:7](=[CH:8][CH:9]=[CH:10][CH:11]=2)[C:5](=[O:6])[NH:4]1)(=[O:2])=[O:3] |f:0.1,2.3.4,^1:12|. Procedure details: 190 times, Sodium Saccharine: 190 times, disodium glycyrrhizinate: 100 times, Alitame: 2000 times, Glycyrrhizin: 170 times, Stevioside: 140 times, and Thaumatin: 850 times. Starting materials: COC(CC1=C(C=CC=C1)I)=O ((2-iodophenyl)-acetic acid methyl ester), C1CC(=O)N(C1=O)Br (NBS), CC(C)(C#N)N=NC(C)(C)C#N (AIBN). The solvent is C(Cl)(Cl)(Cl)Cl (CCl4). Product: COC(C(C1=C(C=CC=C1)I)Br)=O (Bromo-(2-iodophenyl)-acetic Acid Methyl Ester). Reaction SMILES: [CH3:1][O:2][C:3](=[O:12])[CH2:4][C:5]1[CH:10]=[CH:9][CH:8]=[CH:7][C:6]=1[I:11].C1C(=O)N([Br:20])C(=O)C1.CC(N=NC(C#N)(C)C)(C#N)C>C(Cl)(Cl)(Cl)Cl>[CH3:1][O:2][C:3](=[O:12])[CH:4]([Br:20])[C:5]1[CH:10]=[CH:9][CH:8]=[CH:7][C:6]=1[I:11]. Procedure: A mixture of (2-iodophenyl)-acetic acid methyl ester (14.5 g, 52.5 mmol), NBS (18.7 g, 105 mmol) and AIBN (1.72 g, 10.5 mmol) in CCl4 (300 mL) is refluxed for 10 h. The mixture is cooled to RT and the precipitate filtered. The filtrate is evaporated to give the title compound.